The task is: describe an organic reaction: reactants, conditions, products, and yield. This data is from the Open Reaction Database (ORD), a public repository of structured organic reaction records. Product: COC(C(=O)NC1=CC=C(O[C@H]2CC[C@H](CC2)C(=O)OCC)C=C1)=O (Ethyl cis-4-(4-{[methoxy(oxo)acetyl]amino}phenoxy)cyclohexanecarboxylate). Reaction SMILES: Cl[C:2](=[O:7])[C:3]([O:5][CH3:6])=[O:4].[NH2:8][C:9]1[CH:26]=[CH:25][C:12]([O:13][C@@H:14]2[CH2:19][CH2:18][C@H:17]([C:20]([O:22][CH2:23][CH3:24])=[O:21])[CH2:16][CH2:15]2)=[CH:11][CH:10]=1.C(N(C(C)C)CC)(C)C.O>C(Cl)Cl>[CH3:6][O:5][C:3](=[O:4])[C:2]([NH:8][C:9]1[CH:10]=[CH:11][C:12]([O:13][C@@H:14]2[CH2:19][CH2:18][C@H:17]([C:20]([O:22][CH2:23][CH3:24])=[O:21])[CH2:16][CH2:15]2)=[CH:25][CH:26]=1)=[O:7]. Starting materials: O (Water), ClC(C(=O)OC)=O (Methyl chlorooxoacetate), NC1=CC=C(O[C@H]2CC[C@H](CC2)C(=O)OCC)C=C1 (ethyl cis-4-(4-aminophenoxy)cyclohexanecarboxylate), C(C)(C)N(CC)C(C)C (diisopropylethylamine). Yield: 99.4%. Procedure: Methyl chlorooxoacetate (2.41 mL, 26.1 mmol) was added dropwise over 2 mins to a stirred solution of ethyl cis-4-(4-aminophenoxy)cyclohexanecarboxylate (6.24 g, 23.7 mmol) and diisopropylethylamine (8.25 mL, 47.4 mmol) in DCM (200 mL) and the reaction mixture was stirred at ambient temperature for 16 h. Water (75 mL) was added and the layers were separated. The organic layer was washed with an aqueous solution of hydrochloric acid (1M, 75 mL) and then a saturated aqueous solution of sodium hydro... The solvent is C(Cl)Cl (DCM). Reaction conditions: time 16 hour. The reactants are C(=C)C1=CC=C(C(=O)O)C=C1 (p-vinylbenzoic acid), S(=O)(Cl)Cl (thionyl chloride). Reagents/catalysts: CN(C=O)C (N,N-dimethylformamide). Run in C1(=CC=CC=C1)C (toluene). Conditions: temperature 60 celsius, time 2 hour. Product: C(=C)C1=CC=C(C(=O)Cl)C=C1 (p-vinyl benzoic acid chloride). Yield: 70.0%. RXN SMILES: [CH:1]([C:3]1[CH:11]=[CH:10][C:6]([C:7](O)=[O:8])=[CH:5][CH:4]=1)=[CH2:2].S(Cl)([Cl:14])=O>CN(C)C=O.C1(C)C=CC=CC=1>[CH:1]([C:3]1[CH:11]=[CH:10][C:6]([C:7]([Cl:14])=[O:8])=[CH:5][CH:4]=1)=[CH2:2]. Procedure: While 16.6 g of p-vinylbenzoic acid (manufactured by Wako Pure Chemical Industries, Ltd.), 80 ml of toluene, two drops of N,N-dimethylformamide were stirred at room temperature, 9.7 ml of thionyl chloride (manufactured by Wako Pure Chemical Industries, Ltd.) was added thereto, which was heated and stirred at 60° C. for 2 hours. The inside of the reaction system was cooled to 40° C., toluene and an excessive amount of thionyl chloride were removed under reduced pressure, and p-vinyl benzoic acid ... Reactants: CCC(CC)c1cc(C)nc2c(-c3sc(Br)cc3Cl)c(C)nn12, CC[Mg+], CCOC(=O)C#N, C1CCOC1, [Cl-]. The product is CCOC(=O)c1cc(Cl)c(-c2c(C)nn3c(C(CC)CC)cc(C)nc23)s1. Reaction SMILES: [Br:1][c:2]1[cH:3][c:4]([Cl:23])[c:5](-[c:7]2[c:8]([CH3:22])[n:9][n:10]3[c:11]2[n:12][c:13]([CH3:21])[cH:14][c:15]3[CH:16]([CH2:17][CH3:18])[CH2:19][CH3:20])[s:6]1.[CH2:25]([Mg+:26])[CH3:27].[CH2:28]([CH3:29])[O:30][C:31](=[O:32])[C:33]#[N:34].[CH2:35]1[O:36][CH2:37][CH2:38][CH2:39]1.[Cl-:24]>>[c:2]1([C:31]([O:30][CH2:28][CH3:29])=[O:32])[cH:3][c:4]([Cl:23])[c:5](-[c:7]2[c:8]([CH3:22])[n:9][n:10]3[c:11]2[n:12][c:13]([CH3:21])[cH:14][c:15]3[CH:16]([CH2:17][CH3:18])[CH2:19][CH3:20])[s:6]1. Reactants: BrC(CCCO)CC(F)(F)Br (4,6-dibromo-6,6-difluorohexan-1-ol). The reagents and catalysts are [Pd] (palladium on charcoal). Run in C(C)O (ethanol), C(C)O (ethanol). Yields the product BrC(CCCCCO)(F)F (6-bromo-6,6-difluorohexan-1-ol). Yield: 24.9%. Reaction SMILES: Br[CH:2]([CH2:7][C:8]([Br:11])([F:10])[F:9])[CH2:3][CH2:4][CH2:5][OH:6]>[Pd].C(O)C>[Br:11][C:8]([F:10])([F:9])[CH2:7][CH2:2][CH2:3][CH2:4][CH2:5][OH:6]. Reported procedure: Under a nitrogen atmosphere, 2.0 grams of 10% palladium on charcoal was weighed into a 500 ml Parr hydrogenation bottle. To the bottle was then added a solution of 11.0 grams (0.037 mole) of 4,6-dibromo-6,6-difluorohexan-1-ol in 75 ml of absolute ethanol. An additional 75 ml of absolute ethanol was used to wash any remaining hexan-1-ol from its container into the hydrogenation bottle. Sodium acetate, 3.1 grams (0.037 mole), was then added to the bottle, and the bottle was placed in the Parr hydr... Reactants: [NH4+].[Cl-] (NH4Cl), CC1NC(C2=C(NC1)C=CC=C2[N+](=O)[O-])=O (3-Methyl-6-nitro-1,2,3,4-tetrahydro-benzo[e][1,4]diazepin-5-one), CC1CNC(C2=C(N1)C=CC=C2[N+](=O)[O-])=O (2-Methyl-6-nitro-1,2,3,4-tetrahydro-benzo[e][1,4]diazepin-5-one), C(C)(C)N(CC)C(C)C (diisopropylethylamine), FC(C(=O)OC(C(F)(F)F)=O)(F)F (trifluoroacetic anhydride). Solvent: ClCCl (dichloromethane). Conditions: time 3 hour. The product is C(C)(=O)N1CC(NC(C2=C1C=CC=C2[N+](=O)[O-])=O)C (1-Acetyl-3-methyl-6-nitro-1,2,3,4-tetrahydro-benzo[e][1,4]diazepin-5-one). Reaction SMILES: [CH3:1][CH:2]1[CH2:8][NH:7][C:6]2[CH:9]=[CH:10][CH:11]=[C:12]([N+:13]([O-:15])=[O:14])[C:5]=2[C:4](=[O:16])[NH:3]1.CC1NC2C=CC=C([N+]([O-])=O)[C:22]=2[C:21](=[O:32])NC1.C(N(C(C)C)CC)(C)C.FC(F)(F)C(OC(=O)C(F)(F)F)=O.[NH4+].[Cl-]>ClCCl>[C:21]([N:7]1[C:6]2[CH:9]=[CH:10][CH:11]=[C:12]([N+:13]([O-:15])=[O:14])[C:5]=2[C:4](=[O:16])[NH:3][CH:2]([CH3:1])[CH2:8]1)(=[O:32])[CH3:22] |f:4.5|. Reported procedure: A solution of 3-Methyl-6-nitro-1,2,3,4-tetrahydro-benzo[e][1,4]diazepin-5-one and 2-Methyl-6-nitro-1,2,3,4-tetrahydro-benzo[e][1,4]diazepin-5-one (350 mg, 1.58 mmol) was dissolved in dichloromethane (5 mL) and the solution was treated with diisopropylethylamine (0.330 mL, 1.89 mmol) and trifluoroacetic anhydride (332 mg, 1.58 mmol). The reactions were allowed to stir overnight at room temperature for approximately 3 hours. The mixture was then poured over saturated NH4Cl (30 mL) and extracted wi...